Dataset: the Open Reaction Database (ORD), a public repository of structured organic reaction records. Task: describe an organic reaction: reactants, conditions, products, and yield Product: NCC(C(=O)N(C1CC1)CC1=C(C=CC(=C1)CCCOC)Cl)CC1=CC=C(C=C1)OCCOC1=C(C=C(C=C1Cl)CCCO)Cl (3-Amino-N-[2-chloro-5-(3-methoxypropyl)benzyl]-N-cyclopropyl-2-(4-{2-[2,6-dichloro-4-(3-hydroxypropyl)phenoxy]ethoxy}benzyl}propanamide). Solvent: C(Cl)Cl (CH2Cl2). Reported procedure: To a CH2Cl2 solution (0.1 M) of tert-butyl [3-[[2-chloro-5-(3-methoxypropyl)benzyl](cyclopropyl)amino]-2-(4-{2-[2,6-dichloro-4-(3-hydroxypropyl)phenoxy]ethoxy}benzyl}-3-oxopropyl]carbamate from the previous step (1 eq.) was added HCl (4.0 M dioxane solution, 35 eq.). The resulting solution was stirred at RT for 4 h. The reaction was quenched with 2.0 M NH3 in MeOH and concentrated in vacuo. The resulting residue was directly loaded onto a SiO2 column packed with 90:9:1 (v/v) CH2Cl2:MeOH:conc. NH... As a reaction SMILES: [Cl:1][C:2]1[CH:47]=[CH:46][C:45]([CH2:48][CH2:49][CH2:50][O:51][CH3:52])=[CH:44][C:3]=1[CH2:4][N:5]([CH:41]1[CH2:43][CH2:42]1)[C:6](=[O:40])[CH:7]([CH2:17][C:18]1[CH:23]=[CH:22][C:21]([O:24][CH2:25][CH2:26][O:27][C:28]2[C:33]([Cl:34])=[CH:32][C:31]([CH2:35][CH2:36][CH2:37][OH:38])=[CH:30][C:29]=2[Cl:39])=[CH:20][CH:19]=1)[CH2:8][NH:9]C(=O)OC(C)(C)C.Cl>C(Cl)Cl>[NH2:9][CH2:8][CH:7]([CH2:17][C:18]1[CH:23]=[CH:22][C:21]([O:24][CH2:25][CH2:26][O:27][C:28]2[C:29]([Cl:39])=[CH:30][C:31]([CH2:35][CH2:36][CH2:37][OH:38])=[CH:32][C:33]=2[Cl:34])=[CH:20][CH:19]=1)[C:6]([N:5]([CH2:4][C:3]1[CH:44]=[C:45]([CH2:48][CH2:49][CH2:50][O:51][CH3:52])[CH:46]=[CH:47][C:2]=1[Cl:1])[CH:41]1[CH2:42][CH2:43]1)=[O:40]. Conditions: time 4 hour. The reactants are ClC1=C(CN(C(C(CNC(OC(C)(C)C)=O)CC2=CC=C(C=C2)OCCOC2=C(C=C(C=C2Cl)CCCO)Cl)=O)C2CC2)C=C(C=C1)CCCOC (tert-butyl [3-[[2-chloro-5-(3-methoxypropyl)benzyl](cyclopropyl)amino]-2-(4-{2-[2,6-dichloro-4-(3-hydroxypropyl)phenoxy]ethoxy}benzyl}-3-oxopropyl]carbamate), Cl (HCl). Reactants: ClC1=C(C(=O)OC)C=C(C(=C1)F)B1OC(C(O1)(C)C)(C)C (methyl 2-chloro-4-fluoro-5-(4,4,5,5-tetramethyl-1,3,2-dioxaborolan-2-yl)benzoate), BrC1=NC=CC=C1F (2-bromo-3-fluoropyridine), C1(=C(C=CC=C1)P(C1=C(C=CC=C1)C)C1=C(C=CC=C1)C)C (tri(o-tolyl)phosphine), C(=O)([O-])[O-].[Na+].[Na+] (Na2CO3). Reagents/catalysts: C=1C=CC(=CC1)/C=C/C(=O)/C=C/C2=CC=CC=C2.C=1C=CC(=CC1)/C=C/C(=O)/C=C/C2=CC=CC=C2.[Pd] (Bis(dibenzylidene acetone)palladium). Run in C1CCOC1 (THF), O (water). Reaction conditions: temperature 80 celsius. Yields the product ClC1=C(C(=O)OC)C=C(C(=C1)F)C1=NC=CC=C1F (Methyl 2-chloro-4-fluoro-5-(3-fluoropyridin-2-yl)benzoate). Isolated yield 16.0%. RXN SMILES: [Cl:1][C:2]1[CH:11]=[C:10]([F:12])[C:9](B2OC(C)(C)C(C)(C)O2)=[CH:8][C:3]=1[C:4]([O:6][CH3:7])=[O:5].Br[C:23]1[C:28]([F:29])=[CH:27][CH:26]=[CH:25][N:24]=1.C1(C)C=CC=CC=1P(C1C=CC=CC=1C)C1C=CC=CC=1C.C([O-])([O-])=O.[Na+].[Na+]>C1COCC1.C1C=CC(/C=C/C(/C=C/C2C=CC=CC=2)=O)=CC=1.C1C=CC(/C=C/C(/C=C/C2C=CC=CC=2)=O)=CC=1.[Pd].O>[Cl:1][C:2]1[CH:11]=[C:10]([F:12])[C:9]([C:23]2[C:28]([F:29])=[CH:27][CH:26]=[CH:25][N:24]=2)=[CH:8][C:3]=1[C:4]([O:6][CH3:7])=[O:5] |f:3.4.5,7.8.9|. Reported procedure: To a solution of methyl 2-chloro-4-fluoro-5-(4,4,5,5-tetramethyl-1,3,2-dioxaborolan-2-yl)benzoate (1.67 g, 5.30 mmol) in THF (10 mL) was added 2-bromo-3-fluoropyridine (933 mg, 5.30 mmol), tri(o-tolyl)phosphine (67 mg, 0.22 mmol), Na2CO3 (2.25 g, 21.2 mmol) and water (1.6 mL) and the reaction was purged with nitrogen for 15 minutes. Bis(dibenzylidene acetone)palladium (63 mg, 0.11 mmol) was added with further purging with nitrogen for 10 minutes before heating at 80° C. for 1 hour. The reaction ... Starting materials: Cl (HCl), CC([C@@H](C(=O)N[C@H]([C@H](C[C@H](CC1=CC=C(C=C1)C1=NC=CC=C1)NC(=O)[C@H](C(C)(C)C)NC(OC(C)(C)C)=O)O)CC1=CC=CC=C1)N1C(N(CC1)CC1=NC(=CC=C1)C)=O)(C)C (tert-butyl(1S)-1-[({(1S,3S,4S)-4-[((2S)-3,3-dimethyl-2-{3-[(6-methyl-2-pyridinyl)methyl]-2-oxo-1-imidazolidinyl}butanoyl)amino]-3-hydroxy-5-phenyl-1-[4-(2-pyridinyl)benzyl]pentyl}amino)carbonyl]-2,2-dimethylpropylcarbamate). Solvent: C1CCOC1 (THF). Reaction conditions: temperature 25 celsius, time 16 hour. The product is N[C@H](C(=O)N[C@H](C[C@@H]([C@H](CC1=CC=CC=C1)NC([C@H](C(C)(C)C)N1C(N(CC1)CC1=NC(=CC=C1)C)=O)=O)O)CC1=CC=C(C=C1)C1=NC=CC=C1)C(C)(C)C ((2S)-2-amino-N-{(1S,3S,4S)-4-[((2S)-3,3-dimethyl-2-{3-[(6-methyl-2-pyridinyl)methyl]-2-oxo-1-imidazolidinyl}butanoyl)amino]-3-hydroxy-5-phenyl-1-[4-(2-pyridinyl)benzyl]pentyl}-3,3-dimethylbutanamide), hydrochloride salt. RXN SMILES: [CH3:1][C:2]([CH3:63])([CH3:62])[C@H:3]([N:48]1[CH2:52][CH2:51][N:50]([CH2:53][C:54]2[CH:59]=[CH:58][CH:57]=[C:56]([CH3:60])[N:55]=2)[C:49]1=[O:61])[C:4]([NH:6][C@@H:7]([CH2:41][C:42]1[CH:47]=[CH:46][CH:45]=[CH:44][CH:43]=1)[C@@H:8]([OH:40])[CH2:9][C@@H:10]([NH:24][C:25]([C@@H:27]([NH:32]C(=O)OC(C)(C)C)[C:28]([CH3:31])([CH3:30])[CH3:29])=[O:26])[CH2:11][C:12]1[CH:17]=[CH:16][C:15]([C:18]2[CH:23]=[CH:22][CH:21]=[CH:20][N:19]=2)=[CH:14][CH:13]=1)=[O:5].Cl>C1COCC1>[NH2:32][C@@H:27]([C:28]([CH3:31])([CH3:30])[CH3:29])[C:25]([NH:24][C@@H:10]([CH2:11][C:12]1[CH:17]=[CH:16][C:15]([C:18]2[CH:23]=[CH:22][CH:21]=[CH:20][N:19]=2)=[CH:14][CH:13]=1)[CH2:9][C@H:8]([OH:40])[C@@H:7]([NH:6][C:4](=[O:5])[C@@H:3]([N:48]1[CH2:52][CH2:51][N:50]([CH2:53][C:54]2[CH:59]=[CH:58][CH:57]=[C:56]([CH3:60])[N:55]=2)[C:49]1=[O:61])[C:2]([CH3:1])([CH3:63])[CH3:62])[CH2:41][C:42]1[CH:47]=[CH:46][CH:45]=[CH:44][CH:43]=1)=[O:26]. Reported procedure: A solution containing the product from Example 130D (0.024 g, 0.028 mmol) in a mixture of THF (1 mL) and aqueous HCl (0.050 mL, 4 N) was stirred at 25° C. for 16 hours, and concentrated under reduced pressure. The residue was treated with ethanol and concentrated several times to give the title compound as the hydrochloride salt, which was used without further purification. The reactants are CCOC(=O)C(C)(C)Oc1ccc(OCCc2nc(-c3ccc(Br)cc3)oc2C)cc1, Cc1ccccc1, CCO, [Na+], [Na+], O=C([O-])[O-], OB(O)c1ccncc1. Yields the product CCOC(=O)C(C)(C)Oc1ccc(OCCc2nc(-c3ccc(-c4ccncc4)cc3)oc2C)cc1. RXN SMILES: [CH2:1]([CH3:2])[O:3][C:4]([C:5]([CH3:6])([CH3:7])[O:8][c:9]1[cH:10][cH:11][c:12]([O:15][CH2:16][CH2:17][c:18]2[n:19][c:20](-[c:24]3[cH:25][cH:26][c:27]([Br:30])[cH:28][cH:29]3)[o:21][c:22]2[CH3:23])[cH:13][cH:14]1)=[O:31].[CH3:41][c:42]1[cH:43][cH:44][cH:45][cH:46][cH:47]1.[CH3:54][CH2:55][OH:56].[Na+:48].[Na+:49].[O-:50][C:51](=[O:52])[O-:53].[n:32]1[cH:33][cH:34][c:35]([B:38]([OH:39])[OH:40])[cH:36][cH:37]1>>[CH2:1]([CH3:2])[O:3][C:4]([C:5]([CH3:6])([CH3:7])[O:8][c:9]1[cH:10][cH:11][c:12]([O:15][CH2:16][CH2:17][c:18]2[n:19][c:20](-[c:24]3[cH:25][cH:26][c:27](-[c:35]4[cH:34][cH:33][n:32][cH:37][cH:36]4)[cH:28][cH:29]3)[o:21][c:22]2[CH3:23])[cH:13][cH:14]1)=[O:31]. The reactants are FC(/C(=C/C(=O)OCC)/CC1=CC=CC=C1)(F)F (Ethyl (2E)-4,4,4-trifluoro-3-(phenylmethyl)-2-butenoate). Reagents/catalysts: [Pd] (Pd/C). Product: FC(C(CC(=O)OCC)CC1=CC=CC=C1)(F)F (Ethyl 4,4,4-trifluoro-3-(phenylmethyl)butanoate). Isolated yield 89.7%. RXN SMILES: [F:1][C:2]([F:18])([F:17])/[C:3](/[CH2:10][C:11]1[CH:16]=[CH:15][CH:14]=[CH:13][CH:12]=1)=[CH:4]/[C:5]([O:7][CH2:8][CH3:9])=[O:6]>[Pd]>[F:1][C:2]([F:17])([F:18])[CH:3]([CH2:10][C:11]1[CH:12]=[CH:13][CH:14]=[CH:15][CH:16]=1)[CH2:4][C:5]([O:7][CH2:8][CH3:9])=[O:6]. Reported procedure: Ethyl (2E)-4,4,4-trifluoro-3-(phenylmethyl)-2-butenoate (175-E) (0.85 g, 3.30 mmol) was hydrogenated at room temperature with 10% Pd/C under a hydrogen balloon to yield 0.77 g (90%) of the title compound (176) as a colorless oil. From ethyl (2Z)-4,4,4-trifluoro-3-(phenylmethyl)-2-butenoate (175-Z) (0.35 g, 1.36 mmol), 0.31 g (88%) of the title compound (176) was obtained as a colorless oil. 1H NMR (400 MHz, CDCl3): δ 1.18 (t, J=7.2 Hz, 3H), 2.35 (dd, J1=16.4 Hz, J2=6.3 Hz, 1H), 2.55 (dd, J1=16.5... Starting materials: C(C)(C)(C)N1N=CC(=C1C1=CC=C(C=C1)OC)C(=O)OCC (ethyl 1-tert-butyl-5-(4-methoxyphenyl)-1H-pyrazole-4-carboxylate), [OH-].[Na+] (sodium hydroxide). Run in C1CCOC1 (THF), C(C)O (ethanol). Conditions: time 1 hour. The product is C(C)(C)(C)N1N=CC(=C1C1=CC=C(C=C1)OC)C(=O)O (1-tert-butyl-5-(4-methoxyphenyl)-1H-pyrazole-4-carboxylic acid). Isolated yield 99.8%. As a reaction SMILES: [C:1]([N:5]1[C:9]([C:10]2[CH:15]=[CH:14][C:13]([O:16][CH3:17])=[CH:12][CH:11]=2)=[C:8]([C:18]([O:20]CC)=[O:19])[CH:7]=[N:6]1)([CH3:4])([CH3:3])[CH3:2].[OH-].[Na+]>C1COCC1.C(O)C>[C:1]([N:5]1[C:9]([C:10]2[CH:15]=[CH:14][C:13]([O:16][CH3:17])=[CH:12][CH:11]=2)=[C:8]([C:18]([OH:20])=[O:19])[CH:7]=[N:6]1)([CH3:4])([CH3:2])[CH3:3] |f:1.2|. Procedure: To a mixed solution of the compound (2.86 g, 9.46 mmol) obtained in step 1 in THF (15 mL) and ethanol (15 mL) was added 1N aqueous sodium hydroxide solution (14.19 mL, 14.19 mmol) at room temperature, and the mixture was stirred at room temperature for 1 hr. The reaction mixture was concentrated under reduced pressure, and 1N hydrochloric acid was added thereto. The precipitate was collected by filtration to give 1-tert-butyl-5-(4-methoxyphenyl)-1H-pyrazole-4-carboxylic acid (2.59 g, 9.44 mmol, ... Reactants: C(OC1=CC=CC=C1)(OC1=CC=CC=C1)=O (diphenyl carbonate), C(C)(C1=CC=CC=C1)=NO (acetophenone oxime), ( 1 ). The solvent is C1(=CC=CC=C1)C (toluene). Yields the product C(O)(O)=O.C(C)(C1=CC=CC=C1)=NO (acetophenone oxime carbonate). The yield is 97.3%. RXN SMILES: [C:1](=[O:16])([O:9]C1C=CC=CC=1)[O:2]C1C=CC=CC=1.[C:17](=[N:25][OH:26])([C:19]1[CH:24]=[CH:23][CH:22]=[CH:21][CH:20]=1)[CH3:18]>C1(C)C=CC=CC=1>[C:1](=[O:2])([OH:16])[OH:9].[C:17](=[N:25][OH:26])([C:19]1[CH:24]=[CH:23][CH:22]=[CH:21][CH:20]=1)[CH3:18] |f:3.4|. Procedure: A solution of diphenyl carbonate (5.35g/0.025 mole) and acetophenone oxime (13.5g/0.1 mole) in 25 ml toluene was placed in a 250 ml 3-neck flask fitted with a thermometer and reflux condenser. The mixture was heated to about 116° C. for one (1) hour under nitrogen. Toluene and all low-boiling components were removed under vacuum (70°-75° C. at 2 mm Hg). The syrup gave a solid upon standing. The solid was filtered and washed with 15 ml petroleum ether. The crude product was then dissolved in 20 m... Starting materials: C1(=CC=CC=C1)[C@H](C)N1[C@H]2C=C[C@@H]([C@@H]1C(=O)OCC)C2 (ethyl (1R, 3R, 4S)-2-[(S)-1-phenylethyl]-2-azabicyclo[2.2.1]hept-5-ene-3-carboxylate). The reagents and catalysts are [OH-].[OH-].[Pd+2] (Pd(OH)2). Run in C(C)(=O)OCC (ethyl acetate). Conditions: temperature 45 celsius. Product: [C@H]12N[C@H]([C@H](CC1)C2)C(=O)OCC (ethyl (1S, 3R, 4R)-2-azabicyclo[2.2.1]heptane-3-carboxylate). Yield: 24.8%. As a reaction SMILES: C1([C@@H]([N:9]2[C@@H:14]([C:15]([O:17][CH2:18][CH3:19])=[O:16])[C@H:13]3[CH2:20][C@@H:10]2[CH:11]=[CH:12]3)C)C=CC=CC=1>C(OCC)(=O)C.[OH-].[OH-].[Pd+2]>[C@@H:10]12[CH2:20][C@@H:13]([CH2:12][CH2:11]1)[C@H:14]([C:15]([O:17][CH2:18][CH3:19])=[O:16])[NH:9]2 |f:2.3.4|. Procedure details: To a solution of ethyl (1R, 3R, 4S)-2-[(S)-1-phenylethyl]-2-azabicyclo[2.2.1]hept-5-ene-3-carboxylate (3.84 g, 14.2 mmol) in ethyl acetate (28 ml) was added 20 wt % Pd(OH)2 (4.97 g), and the mixture was stirred under a hydrogen atmosphere at 45° C. 64 hours. After a filtration through Celite, the solvent was concentrated. The residue was purified by silica gel column chromatography (1%–5% methanol/chloroform), to give ethyl (1S, 3R, 4R)-2-azabicyclo[2.2.1]heptane-3-carboxylate (0.595 g, 25%).